From a dataset of the Open Reaction Database (ORD), a public repository of structured organic reaction records. describe an organic reaction: reactants, conditions, products, and yield The reactants are ClC1=C2C(=NC3=C1C=NN3CC)CCC3=C(C2=O)C=CC=C3 (4-chloro-1ethyl-10,11-dihydrobenzo [4,5]cyclohepta [1,2-b ]pyrazolo [4,3-e ]pyridin-5(1H)one), CN (methylamine). Conditions: time 5 hour. Yields the product C(C)N1N=CC=2C(=C3C(=NC21)CCC2=C(C3=O)C=CC=C2)NC (1-Ethyl-10,11-dihydro-4-(methylamino)benzo [4,5]cylohepta [1,2-b ]pyrazolo [4,3-e ]pyridin-5(1H)one). RXN SMILES: Cl[C:2]1[C:7]2[CH:8]=[N:9][N:10]([CH2:11][CH3:12])[C:6]=2[N:5]=[C:4]2[CH2:13][CH2:14][C:15]3[CH:22]=[CH:21][CH:20]=[CH:19][C:16]=3[C:17](=[O:18])[C:3]=12.[CH3:23][NH2:24]>>[CH2:11]([N:10]1[C:6]2[N:5]=[C:4]3[CH2:13][CH2:14][C:15]4[CH:22]=[CH:21][CH:20]=[CH:19][C:16]=4[C:17](=[O:18])[C:3]3=[C:2]([NH:24][CH3:23])[C:7]=2[CH:8]=[N:9]1)[CH3:12]. Reported procedure: 8.4 g. of 4-chloro-1ethyl-10,11-dihydrobenzo [4,5]cyclohepta [1,2-b ]pyrazolo [4,3-e ]pyridin-5(1H)one (0.027 mol.) dissolved in 90 ml. of an alcoholic methylamine solution (270 g/1) are allowed to stand at room temperature for five hours. After this time, 7.1 g. of precipitated 1-ethyl-10,11-dihydro-4-(methylamino)benzo [4,5]cyclohepta [1,2-b ]pyrazolo-[4,3-e ]pyridin-5(1H)one are collected, m.p. 148°-150°. A sample recrystallized from absolute ethanol melts at 149°-150°.